Dataset: the Open Reaction Database (ORD), a public repository of structured organic reaction records. Task: describe an organic reaction: reactants, conditions, products, and yield Starting materials: COC(=O)c1cccc2nc(C(C)NC(=O)OCc3ccccc3)cn12, CC#N, O=C1CCC(=O)N1I, O. Yields the product COC(=O)c1cccc2nc(C(C)NC(=O)OCc3ccccc3)c(I)n12. As a reaction SMILES: [CH3:1][O:2][C:3](=[O:4])[c:5]1[cH:6][cH:7][cH:8][c:9]2[n:10]1[cH:11][c:12]([CH:14]([CH3:15])[NH:16][C:17](=[O:18])[O:19][CH2:20][c:21]1[cH:22][cH:23][cH:24][cH:25][cH:26]1)[n:13]2.[CH3:35][C:36]#[N:37].[I:27][N:28]1[C:29](=[O:30])[CH2:31][CH2:32][C:33]1=[O:34].[OH2:38]>>[CH3:1][O:2][C:3](=[O:4])[c:5]1[cH:6][cH:7][cH:8][c:9]2[n:10]1[c:11]([I:27])[c:12]([CH:14]([CH3:15])[NH:16][C:17](=[O:18])[O:19][CH2:20][c:21]1[cH:22][cH:23][cH:24][cH:25][cH:26]1)[n:13]2. The reactants are C(C=C)OC(=O)N1CCC(=CC1)C=1C(=C(NC1)C1=CC=C(C=C1)F)C1=CC(=NC=C1)F (4-(1-allyloxycarbonyl-1,2,3,6-tetrahydropyridin-4-yl)-2-(4-fluorophenyl)-3-(2-fluoropyridin-4-yl)-1H-pyrrole), C1(=CC=CC=C1)[C@H](C)N (1(S)-phenylethylamine), Cl (hydrochloric acid), C(O)([O-])=O.[Na+] (sodium hydrogencarbonate). Conditions: temperature 150 celsius, time 10 hour. Product: C(C=C)OC(=O)N1CCC(=CC1)C=1C(=C(NC1)C1=CC=C(C=C1)F)C1=CC(=NC=C1)N[C@@H](C)C1=CC=CC=C1 (4-(1-Allyloxycarbonyl-1,2,3,6-tetrahydropyridin-4-yl)-2-(4-fluorophenyl)-3-[2-(1(S)-phenylethylamino)pyridin-4-yl]-1H-pyrrole). Yield: 51.6%. RXN SMILES: [CH2:1]([O:4][C:5]([N:7]1[CH2:12][CH:11]=[C:10]([C:13]2[C:14]([C:25]3[CH:30]=[CH:29][N:28]=[C:27](F)[CH:26]=3)=[C:15]([C:18]3[CH:23]=[CH:22][C:21]([F:24])=[CH:20][CH:19]=3)[NH:16][CH:17]=2)[CH2:9][CH2:8]1)=[O:6])[CH:2]=[CH2:3].[C:32]1([C@@H:38]([NH2:40])[CH3:39])[CH:37]=[CH:36][CH:35]=[CH:34][CH:33]=1.Cl.C(=O)([O-])O.[Na+]>>[CH2:1]([O:4][C:5]([N:7]1[CH2:12][CH:11]=[C:10]([C:13]2[C:14]([C:25]3[CH:30]=[CH:29][N:28]=[C:27]([NH:40][C@H:38]([C:32]4[CH:37]=[CH:36][CH:35]=[CH:34][CH:33]=4)[CH3:39])[CH:26]=3)=[C:15]([C:18]3[CH:23]=[CH:22][C:21]([F:24])=[CH:20][CH:19]=3)[NH:16][CH:17]=2)[CH2:9][CH2:8]1)=[O:6])[CH:2]=[CH2:3] |f:3.4|. Procedure: A mixture of 360 mg (0.85 mmol) of 4-(1-allyloxycarbonyl-1,2,3,6-tetrahydropyridin-4-yl)-2-(4-fluorophenyl)-3-(2-fluoropyridin-4-yl)-1H-pyrrole [prepared as described in step 73 (ii) above], 3.6 ml (28.3 mmol) of 1(S)-phenylethylamine and 0.36 ml of concentrated hydrochloric acid was stirred at 150° C. for 10 hours. At the end of this time, a saturated aqueous solution of sodium hydrogencarbonate was added to the reaction mixture and then this was extracted with ethyl acetate. The organic extrac... Reactants: CC(C)(C)OC(=O)CC(CCOCc1ccccc1)C(=O)N1C(=O)OCC1Cc1ccccc1, CCOC(C)=O, C1CCOC1, [OH-], [OH-], [Pd+2]. The product is CC(C)(C)OC(=O)CC(CCO)C(=O)N1C(=O)OCC1Cc1ccccc1. RXN SMILES: [CH2:1]([c:2]1[cH:3][cH:4][cH:5][cH:6][cH:7]1)[CH:8]1[N:9]([C:14](=[O:15])[CH:16]([CH2:17][C:18](=[O:19])[O:20][C:21]([CH3:22])([CH3:23])[CH3:24])[CH2:25][CH2:26][O:27][CH2:28][c:29]2[cH:30][cH:31][cH:32][cH:33][cH:34]2)[C:10](=[O:13])[O:11][CH2:12]1.[CH3:35][CH2:36][O:37][C:38](=[O:39])[CH3:40].[O:44]1[CH2:45][CH2:46][CH2:47][CH2:48]1.[OH-:41].[OH-:43].[Pd+2:42]>>[CH2:1]([c:2]1[cH:3][cH:4][cH:5][cH:6][cH:7]1)[CH:8]1[N:9]([C:14](=[O:15])[CH:16]([CH2:17][C:18](=[O:19])[O:20][C:21]([CH3:22])([CH3:23])[CH3:24])[CH2:25][CH2:26][OH:27])[C:10](=[O:13])[O:11][CH2:12]1. Reactants: P(=O)([O-])([O-])[O-] (phosphate), O[C@@H](CC(=O)SCCNC(CCNC([C@@H](C(COP(OP(OC[C@@H]1[C@H]([C@H]([C@@H](O1)N1C=NC=2C(N)=NC=NC12)O)OP(=O)(O)O)(=O)O)(=O)O)(C)C)O)=O)=O)CCC1=CC=C(C=C1)F ((R)-3-hydroxy-5-(4-fluorophenyl)valeryl CoA). Product: OC(CC(=O)O)CCC1=CC=C(C=C1)F (3-hydroxy-5-(4-fluorophenyl)valeric acid). RXN SMILES: P([O-])([O-])([O-])=[O:2].[OH:6][C@H:7]([CH2:59][CH2:60][C:61]1[CH:66]=[CH:65][C:64]([F:67])=[CH:63][CH:62]=1)[CH2:8][C:9](SCCNC(=O)CCNC(=O)[C@H](O)C(C)(C)COP(O)(=O)OP(O)(=O)OC[C@H]1O[C@@H](N2C3N=CN=C(N)C=3N=C2)[C@H](O)[C@@H]1OP(O)(O)=O)=[O:10]>>[OH:6][CH:7]([CH2:59][CH2:60][C:61]1[CH:66]=[CH:65][C:64]([F:67])=[CH:63][CH:62]=1)[CH2:8][C:9]([OH:10])=[O:2]. Procedure: Then 10 parts of the above described immobilized enzyme was suspended in 480 parts of a 0.1M phosphate buffer (pH 7.0), then 10 parts of (R)-3-hydroxy-5-(4-fluorophenyl)valeryl CoA (prepared by a method described in Eur. J. Biochem., 250, 432–439 (1997) after obtaining 3-hydroxy-5-(4-fluorophenyl)valeric acid by hydrolyzing 3-hydroxyphenyl valeric acid ester obtained by a Reformatsky reaction) and one part of bovine serum albumin (Sigma) were added to the suspension, and this suspension was mode... The reactants are BrCc1ccccc1, CCn1c(=O)[nH]c(=O)n(C(C)(C)C)c1=O, [Na+], [Na+], O=C([O-])[O-]. Yields the product CCn1c(=O)n(Cc2ccccc2)c(=O)n(C(C)(C)C)c1=O. RXN SMILES: [Br:1][CH2:2][c:3]1[cH:4][cH:5][cH:6][cH:7][cH:8]1.[C:9]([CH3:10])([CH3:11])([CH3:12])[n:13]1[c:14](=[O:23])[n:15]([CH2:21][CH3:22])[c:16](=[O:20])[nH:17][c:18]1=[O:19].[Na+:24].[Na+:25].[O-:26][C:27](=[O:28])[O-:29]>>[CH2:2]([c:3]1[cH:4][cH:5][cH:6][cH:7][cH:8]1)[n:17]1[c:16](=[O:20])[n:15]([CH2:21][CH3:22])[c:14](=[O:23])[n:13]([C:9]([CH3:10])([CH3:11])[CH3:12])[c:18]1=[O:19].